The task is: describe an organic reaction: reactants, conditions, products, and yield. This data is from the Open Reaction Database (ORD), a public repository of structured organic reaction records. Reactants: CC(C)(C)S(=O)(=O)CC#N, CS(=O)(=O)OCCc1ccc(Cl)cc1, CN(C)C=O. Yields the product CC(C)(C)S(=O)(=O)C(C#N)CCc1ccc(Cl)cc1. As a reaction SMILES: [C:1]([CH3:2])([CH3:3])([CH3:4])[S:5](=[O:6])(=[O:7])[CH2:8][C:9]#[N:10].[CH3:11][S:12]([O:13][CH2:16][CH2:17][c:18]1[cH:19][cH:20][c:21]([Cl:24])[cH:22][cH:23]1)(=[O:14])=[O:15].[O:25]=[CH:26][N:27]([CH3:28])[CH3:29]>>[C:1]([CH3:2])([CH3:3])([CH3:4])[S:5](=[O:6])(=[O:7])[CH:8]([C:9]#[N:10])[CH2:16][CH2:17][c:18]1[cH:19][cH:20][c:21]([Cl:24])[cH:22][cH:23]1. The reactants are N[C@@H](CC(=O)N1CC=2N(CC1)C(=NC2C(=O)O)C(F)(F)F)CC2=C(C=C(C(=C2)F)F)F ((R)-7-[3-amino-4-(2,4,5-trifluorophenyl)butanoyl]-3-trifluoromethyl-5,6,7,8-tetrahydro-imidazo[1,5-a]pyrazine-1-carboxylic acid), [OH-].[Li+] (lithium hydroxide). Solvent: CO (methanol). Run at time 15 minute. The product is N[C@@H](CC(=O)N1CC=2N(CC1)C(=NC2C(=O)[O-])C(F)(F)F)CC2=C(C=C(C(=C2)F)F)F.[Li+] (lithium (R)-7-[3-amino-4-(2,4,5-trifluorophenyl)butanoyl]-3-trifluoromethyl-5,6,7,8-tetrahydro-imidazo[1,5-a]pyrazine-1-carboxylate). The yield is 47.8%. As a reaction SMILES: [NH2:1][C@H:2]([CH2:22][C:23]1[CH:28]=[C:27]([F:29])[C:26]([F:30])=[CH:25][C:24]=1[F:31])[CH2:3][C:4]([N:6]1[CH2:11][CH2:10][N:9]2[C:12]([C:18]([F:21])([F:20])[F:19])=[N:13][C:14]([C:15]([OH:17])=[O:16])=[C:8]2[CH2:7]1)=[O:5].[OH-].[Li+:33]>CO>[NH2:1][C@H:2]([CH2:22][C:23]1[CH:28]=[C:27]([F:29])[C:26]([F:30])=[CH:25][C:24]=1[F:31])[CH2:3][C:4]([N:6]1[CH2:11][CH2:10][N:9]2[C:12]([C:18]([F:21])([F:19])[F:20])=[N:13][C:14]([C:15]([O-:17])=[O:16])=[C:8]2[CH2:7]1)=[O:5].[Li+:33] |f:1.2,4.5|. Reported procedure: (R)-7-[3-Amino-4-(2,4,5-trifluorophenyl)butanoyl]-3-trifluoromethyl-5,6,7,8-tetrahydro-imidazo[1,5-a]pyrazine-1-carboxylic acid 3 (100 mg, 0.22 mmol) was dissolved in 5 mL of methanol followed by addition of aqueous lithium hydroxide solution (0.44 mL, 0.22 mmol). The reaction was stirred for 15 minutes. The reaction mixture was concentrated under reduced pressure to obtain the title compound lithium (R)-7-[3-amino-4-(2,4,5-trifluorophenyl)butanoyl]-3-trifluoromethyl-5,6,7,8-tetrahydro-imidazo[1... The reactants are CCO, O=C(CCCCCOc1ccc2nc(-c3ccccc3)n(-c3ccccc3)c2c1)NOCc1ccccc1. Yields the product O=C(CCCCCOc1ccc2nc(-c3ccccc3)n(-c3ccccc3)c2c1)NO. RXN SMILES: [CH3:39][CH2:40][OH:41].[c:1]1([CH2:2][O:8][NH:9][C:10]([CH2:11][CH2:12][CH2:13][CH2:14][CH2:15][O:16][c:17]2[cH:18][cH:19][c:20]3[c:21]([n:22](-[c:31]4[cH:32][cH:33][cH:34][cH:35][cH:36]4)[c:23](-[c:25]4[cH:26][cH:27][cH:28][cH:29][cH:30]4)[n:24]3)[cH:37]2)=[O:38])[cH:3][cH:4][cH:5][cH:6][cH:7]1>>[OH:8][NH:9][C:10]([CH2:11][CH2:12][CH2:13][CH2:14][CH2:15][O:16][c:17]1[cH:18][cH:19][c:20]2[c:21]([n:22](-[c:31]3[cH:32][cH:33][cH:34][cH:35][cH:36]3)[c:23](-[c:25]3[cH:26][cH:27][cH:28][cH:29][cH:30]3)[n:24]2)[cH:37]1)=[O:38]. The reactants are CN(CC(CN)(CCCC)CC)C (3-dimethylamino-2-ethyl-2-butylpropylamine), C(C=C)(=O)O (acrylic acid), calcium tert-butylate. The reagents and catalysts are C=1C=CC(=CC1)NC=2C=CC(=CC2)NC=3C=CC=CC3 (N,N'-diphenyl-p-phenylenediamine). Yields the product CN(CC(CNC(C=C)=O)(CCCC)CC)C (N-(3-dimethylamino-2-ethyl-2-butylpropyl)-acrylamide). The yield is 54.6%. As a reaction SMILES: [CH3:1][N:2]([CH3:13])[CH2:3][C:4]([CH2:11][CH3:12])([CH2:7][CH2:8][CH2:9][CH3:10])[CH2:5][NH2:6].[C:14](O)(=[O:17])[CH:15]=[CH2:16]>C1C=CC(NC2C=CC(NC3C=CC=CC=3)=CC=2)=CC=1>[CH3:13][N:2]([CH3:1])[CH2:3][C:4]([CH2:11][CH3:12])([CH2:7][CH2:8][CH2:9][CH3:10])[CH2:5][NH:6][C:14](=[O:17])[CH:15]=[CH2:16]. Reported procedure: Proceeding as in Example 1, 173.5 g 3-dimethylamino-2-ethyl-2-butylpropylamine; 67 g acrylic acid; 2 g N,N'-diphenyl-p-phenylenediamine; and 2 g calcium tert-butylate were mixed. 122 g (55%) N-(3-dimethylamino-2-ethyl-2-butylpropyl)-acrylamide, boiling point 129° C. at 66.5 Pa, was isolated. The reactants are FC(C(=O)O)(F)F (Trifluoroacetic acid), C(C)(C)(C)OC(=O)N1CC2=C(CC1)N(N=C2C2=CC=C(C=C2)I)CC(CN2CCN(CC2)C2=C(C=CC=C2)C#N)O (1-{3-[4-(2-cyano-phenyl)-piperazin-1-yl]-2-hydroxy-propyl}-3-(4-iodo-phenyl)-1,4,6,7-tetrahydro-pyrazolo[4,3-c]pyridine-5-carboxylic acid tert-butyl ester). Solvent: C(Cl)Cl (CH2Cl2). Conditions: time 2 hour. Yields the product OC(CN1CCN(CC1)C1=C(C#N)C=CC=C1)CN1N=C(C=2CNCCC21)C2=CC=C(C=C2)I (2-(4-{2-Hydroxy-3-[3-(4-iodo-phenyl)-4,5,6,7-tetrahydro-pyrazolo[4,3-c]pyridin-1-yl]-propyl}-piperazin-1-yl)-benzonitrile). Yield: 100.1%. Reaction SMILES: FC(F)(F)C(O)=O.C(OC([N:15]1[CH2:20][CH2:19][C:18]2[N:21]([CH2:31][CH:32]([OH:48])[CH2:33][N:34]3[CH2:39][CH2:38][N:37]([C:40]4[CH:45]=[CH:44][CH:43]=[CH:42][C:41]=4[C:46]#[N:47])[CH2:36][CH2:35]3)[N:22]=[C:23]([C:24]3[CH:29]=[CH:28][C:27]([I:30])=[CH:26][CH:25]=3)[C:17]=2[CH2:16]1)=O)(C)(C)C>C(Cl)Cl>[OH:48][CH:32]([CH2:31][N:21]1[C:18]2[CH2:19][CH2:20][NH:15][CH2:16][C:17]=2[C:23]([C:24]2[CH:29]=[CH:28][C:27]([I:30])=[CH:26][CH:25]=2)=[N:22]1)[CH2:33][N:34]1[CH2:35][CH2:36][N:37]([C:40]2[CH:45]=[CH:44][CH:43]=[CH:42][C:41]=2[C:46]#[N:47])[CH2:38][CH2:39]1. Procedure: Trifluoroacetic acid (3 mL) was added to a solution of 1-{3-[4-(2-cyano-phenyl)-piperazin-1-yl]-2-hydroxy-propyl}-3-(4-iodo-phenyl)-1,4,6,7-tetrahydro-pyrazolo[4,3-c]pyridine-5-carboxylic acid tert-butyl ester (0.402 g, 0.601 mmol) in CH2Cl2 (3 mL) and the reaction mixture was stirred for 2 h. The mixture was concentrated, then diluted with EtOAc. The organic layer was washed with aqueous NaHCO3 and brine, dried (Na2SO4), and concentrated to afford the amine (0.342 g, 100%) as a yellowish foam. ... Reaction SMILES: [C:13](#[N:14])[CH2:15][CH3:16].[NH2:1][c:2]1[c:3]([C:10]([CH3:11])=[O:12])[cH:4][c:5]([CH3:9])[cH:6][c:7]1[CH3:8]>>[NH2:1][c:2]1[c:3]([C:10]([CH2:11][CH3:13])=[O:12])[cH:4][c:5]([CH3:9])[cH:6][c:7]1[CH3:8]. The reactants are CCC#N, CC(=O)c1cc(C)cc(C)c1N. Product: CCC(=O)c1cc(C)cc(C)c1N. Starting materials: C=C(C)CC1(c2cc(Cc3ccc(CC)cc3)c(Cl)cc2O)OC(COCc2ccccc2)C(OCc2ccccc2)C(OCc2ccccc2)C1OCc1ccccc1, Cc1ccc(S(=O)(=O)O)cc1. Yields the product CCc1ccc(Cc2cc(C3(C=C(C)C)OC(COCc4ccccc4)C(OCc4ccccc4)C(OCc4ccccc4)C3OCc3ccccc3)c(O)cc2Cl)cc1. As a reaction SMILES: [Cl:12][c:13]1[c:14]([CH2:63][c:64]2[cH:65][cH:66][c:67]([CH2:70][CH3:71])[cH:68][cH:69]2)[cH:15][c:16]([C:20]2([CH2:59][C:60](=[CH2:61])[CH3:62])[O:21][CH:22]([CH2:50][O:51][CH2:52][c:53]3[cH:54][cH:55][cH:56][cH:57][cH:58]3)[CH:23]([O:42][CH2:43][c:44]3[cH:45][cH:46][cH:47][cH:48][cH:49]3)[CH:24]([O:34][CH2:35][c:36]3[cH:37][cH:38][cH:39][cH:40][cH:41]3)[CH:25]2[O:26][CH2:27][c:28]2[cH:29][cH:30][cH:31][cH:32][cH:33]2)[c:17]([OH:19])[cH:18]1.[c:1]1([CH3:2])[cH:3][cH:4][c:5]([S:6]([OH:7])(=[O:8])=[O:9])[cH:10][cH:11]1>>[Cl:12][c:13]1[c:14]([CH2:63][c:64]2[cH:65][cH:66][c:67]([CH2:70][CH3:71])[cH:68][cH:69]2)[cH:15][c:16]([C:20]2([CH:59]=[C:60]([CH3:61])[CH3:62])[O:21][CH:22]([CH2:50][O:51][CH2:52][c:53]3[cH:54][cH:55][cH:56][cH:57][cH:58]3)[CH:23]([O:42][CH2:43][c:44]3[cH:45][cH:46][cH:47][cH:48][cH:49]3)[CH:24]([O:34][CH2:35][c:36]3[cH:37][cH:38][cH:39][cH:40][cH:41]3)[CH:25]2[O:26][CH2:27][c:28]2[cH:29][cH:30][cH:31][cH:32][cH:33]2)[c:17]([OH:19])[cH:18]1. The reactants are C(C)C1=C(C=CC=C1CC)N1CCN(CC1)CC1=CC=C(C=C1)N (1-(2,3-diethylphenyl)-4-[(4-aminophenyl)methyl]piperazine), ClC1=CC=NC2=CC(=CC=C12)C(F)(F)F (4-chloro-7-(trifluoromethyl)quinoline). The product is C(C)C1=C(C=CC=C1CC)N1CCN(CC1)CC1=CC=C(C=C1)NC1=CC=NC2=CC(=CC=C12)C(F)(F)F (4-[[4-[[4-(2,3-diethylphenyl)-1-piperazinyl]methyl]phenyl]amino]-7-(trifluoromethyl)quinoline). RXN SMILES: [CH2:1]([C:3]1[C:8]([CH2:9][CH3:10])=[CH:7][CH:6]=[CH:5][C:4]=1[N:11]1[CH2:16][CH2:15][N:14]([CH2:17][C:18]2[CH:23]=[CH:22][C:21]([NH2:24])=[CH:20][CH:19]=2)[CH2:13][CH2:12]1)[CH3:2].Cl[C:26]1[C:35]2[C:30](=[CH:31][C:32]([C:36]([F:39])([F:38])[F:37])=[CH:33][CH:34]=2)[N:29]=[CH:28][CH:27]=1>>[CH2:1]([C:3]1[C:8]([CH2:9][CH3:10])=[CH:7][CH:6]=[CH:5][C:4]=1[N:11]1[CH2:16][CH2:15][N:14]([CH2:17][C:18]2[CH:19]=[CH:20][C:21]([NH:24][C:26]3[C:35]4[C:30](=[CH:31][C:32]([C:36]([F:39])([F:37])[F:38])=[CH:33][CH:34]=4)[N:29]=[CH:28][CH:27]=3)=[CH:22][CH:23]=2)[CH2:13][CH2:12]1)[CH3:2]. Procedure: In the manner given in Example 1C, 1-(2,3-diethylphenyl)-4-[(4-aminophenyl)methyl]piperazine and 4-chloro-7-(trifluoromethyl)quinoline are reacted together at reflux to give 4-[[4-[[4-(2,3-diethylphenyl)-1-piperazinyl]methyl]phenyl]amino]-7-(trifluoromethyl)quinoline. Reactants: OC(C(C)(C)NC(CC1=CC(=C(C=C1)OC)OC)=O)C1=CC(=CC=C1)OC (N-(β-hydroxy-3-methoxy-α,α-dimethylphenethyl)-3,4-dimethoxybenzeneacetamide), Cl (HCl), O1CCCC1 (tetrahydrofuran), C1CCOC1 (THF). Solvent: O (water), O (Water). Run at time 8 hour. The product is Cl.COC=1C=C(C=CC1OC)CCNC(C)(C)C(O)C1=CC(=CC=C1)OC (α-(1-{[2-(3,4-dimethoxyphenyl)ethyl]amino}-1-methylethyl)-3-methoxybenzenemethanol hydrochloride). The yield is 39.0%. RXN SMILES: [OH:1][CH:2]([C:20]1[CH:25]=[CH:24][CH:23]=[C:22]([O:26][CH3:27])[CH:21]=1)[C:3]([NH:6][C:7](=O)[CH2:8][C:9]1[CH:14]=[CH:13][C:12]([O:15][CH3:16])=[C:11]([O:17][CH3:18])[CH:10]=1)([CH3:5])[CH3:4].O1CCCC1.[ClH:33]>O>[ClH:33].[CH3:18][O:17][C:11]1[CH:10]=[C:9]([CH2:8][CH2:7][NH:6][C:3]([CH:2]([C:20]2[CH:25]=[CH:24][CH:23]=[C:22]([O:26][CH3:27])[CH:21]=2)[OH:1])([CH3:5])[CH3:4])[CH:14]=[CH:13][C:12]=1[O:15][CH3:16] |f:4.5|. Procedure details: To a solution of 45 g. (0.12 mole) of N-(β-hydroxy-3-methoxy-α,α-dimethylphenethyl)-3,4-dimethoxybenzeneacetamide in 500 ml. dry tetrahydrofuran is added 200 ml. 1 M (0.2 mole) of BH3 /THF solution over 30 minutes at 0° C. with stirring. After addition, the reaction is allowed to stir overnight at room temperature. Water is added dropwise with caution until effervescence ceases, then 50 ml. more water is added all at once. Aqueous HCl (10%) is added to pH 1.0. Then the acidic reaction mixture is...